Dataset: the Open Reaction Database (ORD), a public repository of structured organic reaction records. Task: describe an organic reaction: reactants, conditions, products, and yield The reactants are CC(C(C(=O)O)C1=CC=CC=C1)C (3-methyl-2-phenylbutanoic acid), FC(C=1C=C(CN2C[C@@H]3[C@H](C2)[C@@H](CC3)N)C=CC1)(F)F ((3aR,4R,6aS)-2-(3-(trifluoromethyl)benzyl)octahydrocyclopenta[c]pyrrol-4-amine), C(C1=CC=CC=C1)N1C[C@H]2[C@@H](C1)[C@H](CC2)N ((3aS,4S,6aR)-2-benzyloctahydrocyclopenta[c]pyrrol-4-amine). Product: C1(CCCCC1)C(C(=O)N[C@@H]1CC[C@@H]2CN(C[C@@H]21)CC2=CC(=CC=C2)C(F)(F)F)C2CCCCC2 (2,2-dicyclohexyl-N-{(3aR,4R,6aS)-2-[3-(trifluoromethyl)benzyl]octahydrocyclopenta[c]pyrrol-4-yl}acetamide). Reaction SMILES: [CH3:1][CH:2]([CH3:13])[CH:3]([C:7]1[CH:12]=[CH:11][CH:10]=[CH:9][CH:8]=1)[C:4](O)=[O:5].[F:14][C:15]([F:33])([F:32])[C:16]1[CH:17]=[C:18]([CH:29]=[CH:30][CH:31]=1)[CH2:19][N:20]1[CH2:24][C@@H:23]2[C@H:25]([NH2:28])[CH2:26][CH2:27][C@@H:22]2[CH2:21]1.[CH2:34](N1C[C@H]2[C@@H](N)CC[C@H]2C1)[C:35]1C=CC=C[CH:36]=1>>[CH:7]1([CH:3]([CH:2]2[CH2:13][CH2:36][CH2:35][CH2:34][CH2:1]2)[C:4]([NH:28][C@H:25]2[C@@H:23]3[C@@H:22]([CH2:21][N:20]([CH2:19][C:18]4[CH:29]=[CH:30][CH:31]=[C:16]([C:15]([F:32])([F:14])[F:33])[CH:17]=4)[CH2:24]3)[CH2:27][CH2:26]2)=[O:5])[CH2:12][CH2:11][CH2:10][CH2:9][CH2:8]1. Procedure details: The title compound was prepared by substituting 2,2-dicyclohexylacetic acid for 3-methyl-2-phenylbutanoic acid in and (3aR,4R,6aS)-2-(3-(trifluoromethyl)benzyl)octahydrocyclopenta[c]pyrrol-4-amine from Step A for (3aS,4S,6aR)-2-benzyloctahydrocyclopenta[c]pyrrol-4-amine in the procedure described in Step D of Example 14: 1H NMR (500 MHz, pyridine-d5) δ ppm 7.73 (s, 1H), 7.66 (d, J=7.7, 1H), 7.55 (d, J=7.3, 2H), 7.50 (t, J=7.7, 1H), 4.50-4.43 (m, 1H), 3.54 (d, J=12.9, 1H), 3.46 (d, J=12.9, 1H), 2... Starting materials: C(C1=CC=CC=C1)OCC1CC(C1)=O (3-(Benzyloxymethyl)cyclobutanone), [C-]#N.[Na+] (sodium cyanide), C([O-])([O-])=O.[NH4+].[NH4+] (ammonium carbonate). Solvent: O.C(C)O (water ethanol). Reaction conditions: temperature 60 celsius, time 8 hour. The product is N1C(=O)NC(=O)C1.C(C1=CC=CC=C1)OCC1CC(C1)=O (3-(benzyloxymethyl)cyclobutanone hydantoin). Reaction SMILES: [CH2:1]([O:8][CH2:9][CH:10]1[CH2:13][C:12](=[O:14])[CH2:11]1)[C:2]1[CH:7]=[CH:6][CH:5]=[CH:4][CH:3]=1.[C-]#N.[Na+].[C:18](=[O:21])([O-])[O-].[NH4+:22].[NH4+:23]>O.C(O)C>[NH:22]1[CH2:13][C:12](=[O:14])[NH:23][C:18]1=[O:21].[CH2:1]([O:8][CH2:9][CH:10]1[CH2:13][C:12](=[O:14])[CH2:11]1)[C:2]1[CH:7]=[CH:6][CH:5]=[CH:4][CH:3]=1 |f:1.2,3.4.5,6.7,8.9|. Procedure: 3-(Benzyloxymethyl)cyclobutanone 4.0 g (21 mmol), sodium cyanide 2.1 g (42 mmol) and ammonium carbonate 10.1 g (105 mmol) were added into a 100-ml eggplant-shaped flask, and the mixture was dissolved in 50 ml of 50% water/ethanol. This eggplant-shaped flask was sealed and the mixture was stirred overnight at 60° C. After opening this flask with caution in a draft chamber, the reaction solution was concentrated under reduced pressure. The residue was dissolved in ethyl acetate and filtered to rem... Starting materials: C(C)OC=C(C(=O)OCC)C(C1=C(C(=C(C(=C1)F)F)Cl)F)=O (ethyl 3-ethoxy-2-(3-chloro-2,4,5-trifluorobenzoyl)acrylate), ClC=1C(=C(C(=O)CC(=O)OCC)C=C(C1F)F)F (ethyl 3-chloro-2,4,5-trifluorobenzoylacetate), NC1=NC(=C(C=C1F)F)NCC1=CC=C(C=C1)OC (2-amino-3,5-difluoro-6-(p-methoxybenzylamino)pyridine). Run in C(Cl)(Cl)Cl (chloroform). Reaction conditions: temperature 90 celsius, time 15 minute. The product is ClC=1C(=C(C=C2C(C(=CN(C12)C1=NC(=C(C=C1F)F)NCC1=CC=C(C=C1)OC)C(=O)OCC)=O)F)F (ethyl 8-chloro-1-[3,5-difluoro-6-(p-methoxybenzylamino)pyridin-2-yl]-6,7-difluoro-4-oxo-1,4-dihydroquinoline-3-carboxylate). RXN SMILES: C(O[CH:4]=[C:5]([C:11](=[O:22])[C:12]1[CH:17]=[C:16]([F:18])[C:15]([F:19])=[C:14]([Cl:20])[C:13]=1F)[C:6]([O:8][CH2:9][CH3:10])=[O:7])C.ClC1C(F)=C(C=C(F)C=1F)C(CC(OCC)=O)=O.[NH2:41][C:42]1[C:47]([F:48])=[CH:46][C:45]([F:49])=[C:44]([NH:50][CH2:51][C:52]2[CH:57]=[CH:56][C:55]([O:58][CH3:59])=[CH:54][CH:53]=2)[N:43]=1>C(Cl)(Cl)Cl>[Cl:20][C:14]1[C:15]([F:19])=[C:16]([F:18])[CH:17]=[C:12]2[C:13]=1[N:41]([C:42]1[C:47]([F:48])=[CH:46][C:45]([F:49])=[C:44]([NH:50][CH2:51][C:52]3[CH:57]=[CH:56][C:55]([O:58][CH3:59])=[CH:54][CH:53]=3)[N:43]=1)[CH:4]=[C:5]([C:6]([O:8][CH2:9][CH3:10])=[O:7])[C:11]2=[O:22]. Procedure: To 18 ml of chloroform solution of ethyl 3-ethoxy-2-(3-chloro-2,4,5-trifluorobenzoyl)acrylate prepared from 2.52 g of ethyl 3-chloro-2,4,5-trifluorobenzoylacetate by normal process was added 2.65 g of 2-amino-3,5-difluoro-6-(p-methoxybenzylamino)pyridine. The solution was concentrated under reduced pressure, and to the residue were added 2.5 g of anhydrous potassium carbonate and 6 ml of N,N-dimethylformamide, and the mixture was stirred at 90° C. for 15 minutes and allowed to cool. The solution... The reactants are C1(=CC=CC=C1)C1=C(OC2=C(S1)C=CC=C2)C2=CC=C(C=C2)O (4-(3-phenyl-1,4-benzoxathiin-2-yl)phenol), N1(CCCC1)CCO (2-pyrrolidin-1-ylethanol). The product is C1(=CC=CC=C1)C1=C(OC2=C(S1)C=CC=C2)C2=CC=C(OCCN1CCCC1)C=C2 (1-{2-[4-(3-phenyl-1,4-benzoxathiin-2-yl)phenoxy]ethyl}pyrrolidine). RXN SMILES: [C:1]1([C:7]2[S:12][C:11]3[CH:13]=[CH:14][CH:15]=[CH:16][C:10]=3[O:9][C:8]=2[C:17]2[CH:22]=[CH:21][C:20]([OH:23])=[CH:19][CH:18]=2)[CH:6]=[CH:5][CH:4]=[CH:3][CH:2]=1.[N:24]1([CH2:29][CH2:30]O)[CH2:28][CH2:27][CH2:26][CH2:25]1>>[C:1]1([C:7]2[S:12][C:11]3[CH:13]=[CH:14][CH:15]=[CH:16][C:10]=3[O:9][C:8]=2[C:17]2[CH:18]=[CH:19][C:20]([O:23][CH2:30][CH2:29][N:24]3[CH2:28][CH2:27][CH2:26][CH2:25]3)=[CH:21][CH:22]=2)[CH:2]=[CH:3][CH:4]=[CH:5][CH:6]=1. Procedure details: The entitled compound was obtained according to the method of Example 3 but using 4-(3-phenyl-1,4-benzoxathiin-2-yl)phenol synthesized in Reference Example 1-1 and 2-pyrrolidin-1-ylethanol as the starting material. The reactants are C(C1=CC=CC=C1)OC1=C(C=C2C(=CC=NC2=C1)O)OC (7-benzyloxy-6-methoxyquinolin-4-ol), FC(S(=O)(=O)Cl)(F)F (Trifluoromethanesulfonyl chloride), N1=C(C=CC=C1C)C (2,6-lutidine), C(=O)=O (dry ice). The reagents and catalysts are CN(C1=CC=NC=C1)C (4-dimethylaminopyridine). Solvent: C(Cl)Cl (DCM), O (water). Run at time 25 minute. The product is C(C1=CC=CC=C1)OC1=C(C=C2C(=CC=NC2=C1)OS(=O)(=O)C(F)(F)F)OC (trifluoromethanesulfonic acid 7-benzyloxy-6-methoxy-quinolin-4-yl ester). Yield: 83.5%. As a reaction SMILES: [CH2:1]([O:8][C:9]1[CH:18]=[C:17]2[C:12]([C:13]([OH:19])=[CH:14][CH:15]=[N:16]2)=[CH:11][C:10]=1[O:20][CH3:21])[C:2]1[CH:7]=[CH:6][CH:5]=[CH:4][CH:3]=1.N1C(C)=CC=CC=1C.C(=O)=O.[F:33][C:34]([F:40])([F:39])[S:35](Cl)(=[O:37])=[O:36]>CN(C)C1C=CN=CC=1.O.C(Cl)Cl>[CH2:1]([O:8][C:9]1[CH:18]=[C:17]2[C:12]([C:13]([O:19][S:35]([C:34]([F:40])([F:39])[F:33])(=[O:37])=[O:36])=[CH:14][CH:15]=[N:16]2)=[CH:11][C:10]=1[O:20][CH3:21])[C:2]1[CH:3]=[CH:4][CH:5]=[CH:6][CH:7]=1. Procedure details: To a dry 2 L RBF containing 7-benzyloxy-6-methoxyquinolin-4-ol (75.3 g, 267 mmol) was added DCM (1 L), 4-dimethylaminopyridine (3.28 g, 26.8 mmol) and 2,6-lutidine (62 mL, 534 mmol). The mixture was cooled to −20° C. by controlled addition of dry ice to an acetone bath. Trifluoromethanesulfonyl chloride (37 mL, 350 mmol) was added dropwise to the cooled solution with magnetic stirring over 25 minutes. After addition was complete, the mixture was stirred in bath for 20 minutes, then at room tempe...